Dataset: the Open Reaction Database (ORD), a public repository of structured organic reaction records. Task: describe an organic reaction: reactants, conditions, products, and yield Reactants: C(C)(C)(C)OC(=O)N1C[C@H](N(CC1)CCCCCCC)CO ([2S]- 4-t-Butoxycarbonyl-l-heptyl-2-hydroxymethylpiperazine), FC(C(=O)O)(F)F (trifluoroacetic acid). Run in ClCCl (dichloromethane). Product: FC(C(=O)O)(F)F.C(CCCCCC)N1[C@@H](CNCC1)CO ([2S]-1-heptyl-2-hydroxymethylpiperazine trifluoroacetate salt). As a reaction SMILES: C(OC([N:8]1[CH2:13][CH2:12][N:11]([CH2:14][CH2:15][CH2:16][CH2:17][CH2:18][CH2:19][CH3:20])[C@H:10]([CH2:21][OH:22])[CH2:9]1)=O)(C)(C)C.[F:23][C:24]([F:29])([F:28])[C:25]([OH:27])=[O:26]>ClCCl>[F:23][C:24]([F:29])([F:28])[C:25]([OH:27])=[O:26].[CH2:14]([N:11]1[CH2:12][CH2:13][NH:8][CH2:9][C@H:10]1[CH2:21][OH:22])[CH2:15][CH2:16][CH2:17][CH2:18][CH2:19][CH3:20] |f:3.4|. Procedure: A solution of Example 1 (e) (0.53 g) in dichloromethane (20m1) and trifluoroacetic acid was stirred at 0° C. for 30 minutes and allowed to warm to room temperature over 2 hours. It was evaporated to dryness and azeotroped with toluene to afford [2S]-1-heptyl-2-hydroxymethylpiperazine trifluoroacetate salt as a foam. The salt was dissolved in acetonitrile (3 ml), and treated with diusopropylethylamine (0.544 g) until pH 6. Example 1(f) (0.509 g) and lithium perchlorate (0.179 g) were added and th... Starting materials: OC1(c2cc(F)cc(Cl)c2)CCN(Cc2ccccc2)C1, C1COCCN1, CN(C)C=O, CI. Product: CN1CCC(O)(c2cc(F)cc(Cl)c2)C1. As a reaction SMILES: [CH2:1]([c:2]1[cH:3][cH:4][cH:5][cH:6][cH:7]1)[N:8]1[CH2:9][C:10]([OH:13])([c:14]2[cH:15][c:16]([Cl:21])[cH:17][c:18]([F:20])[cH:19]2)[CH2:11][CH2:12]1.[CH2:24]1[NH:25][CH2:26][CH2:27][O:28][CH2:29]1.[CH:30]([N:31]([CH3:32])[CH3:33])=[O:34].[I:22][CH3:23]>>[CH3:1][N:8]1[CH2:9][C:10]([OH:13])([c:14]2[cH:15][c:16]([Cl:21])[cH:17][c:18]([F:20])[cH:19]2)[CH2:11][CH2:12]1. Starting materials: C(C)C1=CC=C(C=C1)C(C#N)O[Si](C)(C)C ((4-ethylphenyl)[(trimethylsilyl)oxy]acetonitrile), C(C1=CC=CC=C1)=O (benzaldehyde), [Cl-].[NH4+] (ammonium chloride), C(C)(C)NC(C)C (diisopropylamine), C(CCC)[Li] (n-butyllithium). The solvent is COCCOC (DME), COCCOC (DME), COCCOC (DME). Reaction conditions: temperature -60 celsius, time 15 minute. Yields the product C(C)C1=CC=C(C=C1)C(C(C1=CC=CC=C1)O)=O (1-(4-Ethylphenyl)-2-hydroxy-2-phenylethanone). Reaction SMILES: C(NC(C)C)(C)C.C([Li])CCC.[CH2:13]([C:15]1[CH:20]=[CH:19][C:18]([CH:21]([O:24][Si](C)(C)C)C#N)=[CH:17][CH:16]=1)[CH3:14].[CH:29](=[O:36])[C:30]1[CH:35]=[CH:34][CH:33]=[CH:32][CH:31]=1.[Cl-].[NH4+]>COCCOC>[CH2:13]([C:15]1[CH:20]=[CH:19][C:18]([C:21](=[O:24])[CH:29]([OH:36])[C:30]2[CH:35]=[CH:34][CH:33]=[CH:32][CH:31]=2)=[CH:17][CH:16]=1)[CH3:14] |f:4.5|. Procedure: Dissolve 290 ml (2.069 mol) diisopropylamine in 3.6 litres DME and precool to −78° C. Add 820 ml (2.05 mol) n-butyllithium (2.5 M solution in hexane) dropwise in the space of approx. 20 min (temperature<−60° C.). After 15 min at −60° C., add a solution of 435 g (1.864 mol) (4-ethylphenyl)[(trimethylsilyl)oxy]acetonitrile in 1.4 litres DME dropwise (temperature<−60° C.). Stir the mixture for a further 30 min at −60° C., before adding a solution of 189.5 ml (1.864 mol) benzaldehyde in 1.4 litres D... Product: ClC=1C(=NC(=NC1)NC=1C=C(C=CC1)O)NC1=CC(=CC=C1)CO (3-[(5-Chloro-4-{[3-(hydroxymethyl)phenyl]amino}pyrimidin-2-yl)amino]phenol). Yield: 85.0%. Procedure details: The desired compound was prepared according to the procedure of Example D5, step B, using {3-[(2,5-dichloropyrimidin-4-yl)amino]phenyl}methanol and 3-aminophenol as the starting materials in 85% yield. LCMS for C17H16ClN4O2 (M+H)+: m/z=343.1. RXN SMILES: Cl[C:2]1[N:7]=[C:6]([NH:8][C:9]2[CH:10]=[C:11]([CH2:15][OH:16])[CH:12]=[CH:13][CH:14]=2)[C:5]([Cl:17])=[CH:4][N:3]=1.[NH2:18][C:19]1[CH:20]=[C:21]([OH:25])[CH:22]=[CH:23][CH:24]=1>>[Cl:17][C:5]1[C:6]([NH:8][C:9]2[CH:14]=[CH:13][CH:12]=[C:11]([CH2:15][OH:16])[CH:10]=2)=[N:7][C:2]([NH:18][C:19]2[CH:20]=[C:21]([OH:25])[CH:22]=[CH:23][CH:24]=2)=[N:3][CH:4]=1. The reactants are ClC1=NC=C(C(=N1)NC=1C=C(C=CC1)CO)Cl ({3-[(2,5-dichloropyrimidin-4-yl)amino]phenyl}methanol), NC=1C=C(C=CC1)O (3-aminophenol). Yields the product CC(=O)OC1C(C)CN(Cc2ccccc2)CC1C. RXN SMILES: [CH2:1]([c:2]1[cH:3][cH:4][cH:5][cH:6][cH:7]1)[N:8]1[CH2:9][CH:10]([CH3:16])[CH:11]([OH:15])[CH:12]([CH3:14])[CH2:13]1.[CH3:17][C:18](=[O:19])[O:20][C:21](=[O:22])[CH3:23].[cH:24]1[cH:25][cH:26][n:27][cH:28][cH:29]1>>[CH2:1]([c:2]1[cH:3][cH:4][cH:5][cH:6][cH:7]1)[N:8]1[CH2:9][CH:10]([CH3:16])[CH:11]([O:15][C:18]([CH3:17])=[O:19])[CH:12]([CH3:14])[CH2:13]1. Starting materials: CC1CN(Cc2ccccc2)CC(C)C1O, CC(=O)OC(C)=O, c1ccncc1. Starting materials: CCN(C(C)C)C(C)C (DIPEA), ClC1=CC(=C(C(=O)O)C=C1F)F (4-chloro-2,5-difluoro-benzoic acid), C=1C=CC2=C(C1)N=NN2O (HOBt), CCN=C=NCCCN(C)C.Cl (EDCI.HCl), O=C(CNC(=O)C1=CC=C(C=C1)C1=CC=CC=C1)N1CCNCC1 (biphenyl-4-carboxylicacid (2-oxo-2-piperazin-1-yl-ethyl)-amide). Run in CN(C)C=O (DMF), O (water). Conditions: time 8 hour. The product is ClC1=CC(=C(C(=O)N2CCN(CC2)C(CNC(=O)C2=CC=C(C=C2)C2=CC=CC=C2)=O)C=C1F)F (biphenyl-4-carboxylicacid {2-[4-(4-chloro-2,5-difluoro-benzoyl)-piperazin-1-yl]-2-oxo-ethyl}-amide). Yield: 50.2%. As a reaction SMILES: CCN(C(C)C)C(C)C.[Cl:10][C:11]1[C:19]([F:20])=[CH:18][C:14]([C:15]([OH:17])=O)=[C:13]([F:21])[CH:12]=1.C1C=CC2N(O)N=NC=2C=1.CCN=C=NCCCN(C)C.Cl.[O:44]=[C:45]([N:62]1[CH2:67][CH2:66][NH:65][CH2:64][CH2:63]1)[CH2:46][NH:47][C:48]([C:50]1[CH:55]=[CH:54][C:53]([C:56]2[CH:61]=[CH:60][CH:59]=[CH:58][CH:57]=2)=[CH:52][CH:51]=1)=[O:49]>CN(C=O)C.O>[Cl:10][C:11]1[C:19]([F:20])=[CH:18][C:14]([C:15]([N:65]2[CH2:64][CH2:63][N:62]([C:45](=[O:44])[CH2:46][NH:47][C:48]([C:50]3[CH:55]=[CH:54][C:53]([C:56]4[CH:61]=[CH:60][CH:59]=[CH:58][CH:57]=4)=[CH:52][CH:51]=3)=[O:49])[CH2:67][CH2:66]2)=[O:17])=[C:13]([F:21])[CH:12]=1 |f:3.4|. Procedure details: DIPEA (149.8 mg, 1.15 mmol) was added to a stirred solution of 4-chloro-2,5-difluoro-benzoic acid (49.6 mg, 0.26 mmol) in DMF (3 mL), HOBt (38.2 mg, 0.28 mmol) and EDCI.HCl (123.4 mg, 0.64 mmol) at room temperature. After 2 minutes biphenyl-4-carboxylicacid (2-oxo-2-piperazin-1-yl-ethyl)-amide (100 mg, 0.31 mmol) was added and the resulting mixture was stirred at room temperature overnight. Cold water was then added, and the resulting precipitate was filtered. The residue was purified by column ... Reactants: CN1C=C(C2=CC=CC=C12)C=1C(OC(C1C1=CC(=CC=C1)OC[C@H]1OC(OC1)(C)C)=O)=O (3-(1-Methylindol-3-yl)-4-[3-((R)-2,2-dimethyl-1,3-dioxolan-4-ylmethyloxy)-phenyl]furan-2,5-dione), CN(C)C=O (DMF). The solvent is O (water), N (NH3). Conditions: temperature 140 celsius. Product: CN1C=C(C2=CC=CC=C12)C=1C(NC(C1C1=CC(=CC=C1)OC[C@H]1OC(OC1)(C)C)=O)=O (3-(1-methylindol-3-yl)-4-[3-((R)-2,2-dimethyl-1,3-dioxolan-4-ylmethyloxy)phenyl]-1H-pyrrole-2,5-dione). Reaction SMILES: [CH3:1][N:2]1[C:10]2[C:5](=[CH:6][CH:7]=[CH:8][CH:9]=2)[C:4]([C:11]2[C:12](=O)[O:13][C:14](=[O:31])[C:15]=2[C:16]2[CH:21]=[CH:20][CH:19]=[C:18]([O:22][CH2:23][C@@H:24]3[CH2:28][O:27][C:26]([CH3:30])([CH3:29])[O:25]3)[CH:17]=2)=[CH:3]1.C[N:34](C=O)C>N.O>[CH3:1][N:2]1[C:10]2[C:5](=[CH:6][CH:7]=[CH:8][CH:9]=2)[C:4]([C:11]2[C:12](=[O:13])[NH:34][C:14](=[O:31])[C:15]=2[C:16]2[CH:21]=[CH:20][CH:19]=[C:18]([O:22][CH2:23][C@@H:24]3[CH2:28][O:27][C:26]([CH3:29])([CH3:30])[O:25]3)[CH:17]=2)=[CH:3]1. Procedure details: 3-(1-Methylindol-3-yl)-4-[3-((R)-2,2-dimethyl-1,3-dioxolan-4-ylmethyloxy)-phenyl]furan-2,5-dione (5.4 g, 13.7 mmol) was dissolved in DMF (50 mL) and was diluted with NH3 (aq.) (100 mL). The reaction mixture was then heated at 140° C. for 5 h, cooled to room temperature and then diluted with water. The product was extracted with EtOAc and the organic layer was washed with NaCl (sat.) and dried over sodium sulfate to give the crude product which was further purified by re-crystallization from dich... The reactants are CC(C)(C)C1=NC(=NC(=C1O)C(C)(C)C)C=O (4,6-bis(1,1-dimethylethyl)-5-hydroxy-2-pyrimidine carboxaldehyde), C(C)(=O)[O-].[Na+] (sodium acetate), CN1C(SCC1=O)=S (3-methylrhodanine). Run in C(C)(=O)O (acetic acid), C(C)O (ethanol), O (water). Reaction conditions: time 0.5 hour. Product: CC(C)(C)C1=NC(=NC(=C1O)C(C)(C)C)C=C1C(N(C(S1)=S)C)=O (5-[[4,6-Bis(1,1-dimethylethyl)-5-hydroxy-2-pyrimidinyl]methylene]-3-methyl-2-thioxo-4-thiazolidinone). Yield: 46.9%. Reaction SMILES: [CH3:1][C:2]([C:5]1[C:10]([OH:11])=[C:9]([C:12]([CH3:15])([CH3:14])[CH3:13])[N:8]=[C:7]([CH:16]=O)[N:6]=1)([CH3:4])[CH3:3].C([O-])(=O)C.[Na+].[CH3:23][N:24]1[C:28](=[O:29])[CH2:27][S:26][C:25]1=[S:30]>C(O)(=O)C.C(O)C.O>[CH3:13][C:12]([C:9]1[C:10]([OH:11])=[C:5]([C:2]([CH3:3])([CH3:1])[CH3:4])[N:6]=[C:7]([CH:16]=[C:27]2[S:26][C:25](=[S:30])[N:24]([CH3:23])[C:28]2=[O:29])[N:8]=1)([CH3:14])[CH3:15] |f:1.2|. Procedure details: A mixture of 4,6-bis(1,1-dimethylethyl)-5-hydroxy-2-pyrimidine carboxaldehyde (0.50 g, 2.1 mmol), sodium acetate (0.60 g, 7.3 mmol), and 3-methylrhodanine (0.31 g, 2.1 mmol) in glacial acetic acid (10 mL) is placed under nitrogen atmosphere and warmed to reflux. After refluxing 21 hours, the mixture is cooled to room temperature and diluted with a 1:1 mixture of ethanol and water. The resulting slurry is stirred 0.5 hours and filtered. The precipitate is recrystallized from methanol and water to... Starting materials: OCc1cccc(Cl)c1, C1CCOC1, BrP(Br)Br. Yields the product Clc1cccc(CBr)c1. As a reaction SMILES: [Cl:1][c:2]1[cH:3][c:4]([CH2:5][OH:6])[cH:7][cH:8][cH:9]1.[O:14]1[CH2:15][CH2:16][CH2:17][CH2:18]1.[P:10]([Br:11])([Br:12])[Br:13]>>[Cl:1][c:2]1[cH:3][c:4]([CH2:5][Br:11])[cH:7][cH:8][cH:9]1.